From a dataset of the Open Reaction Database (ORD), a public repository of structured organic reaction records. describe an organic reaction: reactants, conditions, products, and yield Run at temperature 65 celsius, time 1 hour. Yields the product C(C)(C)S(=O)(=O)C1=CC=C(C=C1)C=1N=C2C(=NC1)N(C=C2N)C(C2=CC=CC=C2)(C2=CC=CC=C2)C2=CC=CC=C2 (2-(4-(isopropylsulfonyl)phenyl)-5-trityl-5H-pyrrolo[2,3-b]pyrazin-7-amine). Procedure: 2-bromo-5-trityl-pyrrolo[2,3-b]pyrazin-7-amine (300 mg, 0.6588 mmol), (4-isopropylsulfonylphenyl)boronic acid (180.3 mg, 0.7906 mmol) and Na2CO3 (988.0 μL of 2 M, 1.976 mmol) combined in dioxane (3 mL) in a microwave tube and the mixture de-gassed (×2 vacuum-N2 cycles). Pd (tBu3P)2 (33.67 mg, 0.06588 mmol) added and the mixture de-gassed (×2 cycles) then heated at 65° C. (block temp), sealing tube with a crimp-top and left to stir for 1 hour. Reaction mixture cooled to ambient temperature and th... Reactants: Pd (tBu3P)2, BrC=1N=C2C(=NC1)N(C=C2N)C(C2=CC=CC=C2)(C2=CC=CC=C2)C2=CC=CC=C2 (2-bromo-5-trityl-pyrrolo[2,3-b]pyrazin-7-amine), C(C)(C)S(=O)(=O)C1=CC=C(C=C1)B(O)O ((4-isopropylsulfonylphenyl)boronic acid), C(=O)([O-])[O-].[Na+].[Na+] (Na2CO3). Run in O1CCOCC1 (dioxane). As a reaction SMILES: Br[C:2]1[N:3]=[C:4]2[C:10]([NH2:11])=[CH:9][N:8]([C:12]([C:25]3[CH:30]=[CH:29][CH:28]=[CH:27][CH:26]=3)([C:19]3[CH:24]=[CH:23][CH:22]=[CH:21][CH:20]=3)[C:13]3[CH:18]=[CH:17][CH:16]=[CH:15][CH:14]=3)[C:5]2=[N:6][CH:7]=1.[CH:31]([S:34]([C:37]1[CH:42]=[CH:41][C:40](B(O)O)=[CH:39][CH:38]=1)(=[O:36])=[O:35])([CH3:33])[CH3:32].C([O-])([O-])=O.[Na+].[Na+]>O1CCOCC1>[CH:31]([S:34]([C:37]1[CH:42]=[CH:41][C:40]([C:2]2[N:3]=[C:4]3[C:10]([NH2:11])=[CH:9][N:8]([C:12]([C:19]4[CH:20]=[CH:21][CH:22]=[CH:23][CH:24]=4)([C:13]4[CH:18]=[CH:17][CH:16]=[CH:15][CH:14]=4)[C:25]4[CH:30]=[CH:29][CH:28]=[CH:27][CH:26]=4)[C:5]3=[N:6][CH:7]=2)=[CH:39][CH:38]=1)(=[O:35])=[O:36])([CH3:33])[CH3:32] |f:2.3.4|. Starting materials: O=C([O-])[O-], COC(=O)c1cccc2[nH]ncc12, CCOC(C)=O, [Cu]I, Fc1ccc(I)cc1, [K+], [K+], O. The product is COC(=O)c1cccc2c1cnn2-c1ccc(F)cc1. As a reaction SMILES: [C:14](=[O:15])([O-:16])[O-:17].[CH3:1][O:2][C:3](=[O:4])[c:5]1[c:6]2[cH:7][n:8][nH:9][c:10]2[cH:11][cH:12][cH:13]1.[CH3:29][CH2:30][O:31][C:32](=[O:33])[CH3:34].[Cu:35][I:36].[F:20][c:21]1[cH:22][cH:23][c:24]([I:27])[cH:25][cH:26]1.[K+:18].[K+:19].[OH2:28]>>[CH3:1][O:2][C:3](=[O:4])[c:5]1[c:6]2[cH:7][n:8][n:9](-[c:24]3[cH:23][cH:22][c:21]([F:20])[cH:26][cH:25]3)[c:10]2[cH:11][cH:12][cH:13]1. Starting materials: N1=CC=CC=C1 (pyridine), C(C)(=O)OC(C)=O (acetic anhydride), CC(COC(N=C(N)C1=CC=C(C=C1)N[C@@H](C1=NN(C(N1)=O)C1=NC=CC=N1)C1=C(C(=CC(=C1)OC)OCCO)F)=O)=C ([1-amino(4-{[(R)-[2-fluoro-3-(2-hydroxyethoxy)-5-methoxyphenyl](5-oxo-1-pyrimidin-2-yl-4,5-dihydro-1H-[1,2,4]-triazol-3-yl)methyl]amino}phenyl)methylene]carbamic acid 2-methylallyl ester), ClCOC(C(COC)(C)C)=O (3-methoxy-2,2-dimethylpropionic acid chloromethyl ester), C([O-])([O-])=O.[Rb+].[Rb+] (rubidium carbonate). Reagents/catalysts: CN(C1=CC=NC=C1)C (4-dimethylaminopyridine). The solvent is O (water), C(C)(=O)OCC (Ethyl acetate), CN(C(C)=O)C (N,N-dimethylacetamide). Run at temperature 85 celsius, time 115 minute. The product is C(C)(=O)OCCOC=1C(=C(C=C(C1)OC)[C@H](C=1N=C(N(N1)C1=NC=CC=N1)OCOC(C(COC)(C)C)=O)NC1=CC=C(C=C1)C(=NC(=O)OCC(=C)C)N)F (3-methoxy-2,2-dimethylpropionic acid 5-[(R)-[3-(2-acetoxyethoxy)-2-fluoro-5-methoxyphenyl]-(4-{amino[2-methylallyloxycarbonylimino]methyl}phenylamino)methyl]-2-pyrimidin-2-yl-2H-[1,2,4]-triazol-3-yloxymethyl ester). Isolated yield 46.3%. Reaction SMILES: [CH3:1][C:2](=[CH2:43])[CH2:3][O:4][C:5](=[O:42])[N:6]=[C:7]([C:9]1[CH:14]=[CH:13][C:12]([NH:15][C@H:16]([C:29]2[CH:34]=[C:33]([O:35][CH3:36])[CH:32]=[C:31]([O:37][CH2:38][CH2:39][OH:40])[C:30]=2[F:41])[C:17]2[NH:21][C:20](=[O:22])[N:19]([C:23]3[N:28]=[CH:27][CH:26]=[CH:25][N:24]=3)[N:18]=2)=[CH:11][CH:10]=1)[NH2:8].Cl[CH2:45][O:46][C:47](=[O:54])[C:48]([CH3:53])([CH3:52])[CH2:49][O:50][CH3:51].C(=O)([O-])[O-].[Rb+].[Rb+].N1C=CC=CC=1.[C:67](OC(=O)C)(=[O:69])[CH3:68]>CN(C)C1C=CN=CC=1.O.C(OCC)(=O)C.CN(C)C(=O)C>[C:67]([O:40][CH2:39][CH2:38][O:37][C:31]1[C:30]([F:41])=[C:29]([C@@H:16]([NH:15][C:12]2[CH:13]=[CH:14][C:9]([C:7]([NH2:8])=[N:6][C:5]([O:4][CH2:3][C:2]([CH3:1])=[CH2:43])=[O:42])=[CH:10][CH:11]=2)[C:17]2[N:21]=[C:20]([O:22][CH2:45][O:46][C:47](=[O:54])[C:48]([CH3:53])([CH3:52])[CH2:49][O:50][CH3:51])[N:19]([C:23]3[N:24]=[CH:25][CH:26]=[CH:27][N:28]=3)[N:18]=2)[CH:34]=[C:33]([O:35][CH3:36])[CH:32]=1)(=[O:69])[CH3:68] |f:2.3.4|. Procedure: Under nitrogen atmosphere, a mixture of [1-amino(4-{[(R)-[2-fluoro-3-(2-hydroxyethoxy)-5-methoxyphenyl](5-oxo-1-pyrimidin-2-yl-4,5-dihydro-1H-[1,2,4]-triazol-3-yl)methyl]amino}phenyl)methylene]carbamic acid 2-methylallyl ester (1.0 g, 1.69 mmol), 3-methoxy-2,2-dimethylpropionic acid chloromethyl ester (641 mg, 3.55 mmol), rubidium carbonate (312 mg, 1.35 mmol), and N,N-dimethylacetamide (30 mL) was stirred at 85° C. for 115 minutes. After cooling to room temperature, pyridine (0.69 mL, 8.45 mmol... Reactants: CC(C)(C)OC(=O)CBr, O=C([O-])[O-], CCOC(C)=O, CC(C)Oc1ccc(-c2nc(-c3ccc4c(c3)CCCNC4)no2)cc1Cl, [Cs+], [Cs+], CN(C)C=O. The product is CC(C)Oc1ccc(-c2nc(-c3ccc4c(c3)CCCN(CC(=O)OC(C)(C)C)C4)no2)cc1Cl. Reaction SMILES: [Br:34][CH2:35][C:36](=[O:37])[O:38][C:39]([CH3:40])([CH3:41])[CH3:42].[C:28](=[O:29])([O-:30])[O-:31].[CH3:43][CH2:44][O:45][C:46]([CH3:47])=[O:48].[Cl:1][c:2]1[cH:3][c:4](-[c:12]2[n:13][c:14](-[c:17]3[cH:18][cH:19][c:20]4[c:21]([cH:27]3)[CH2:22][CH2:23][CH2:24][NH:25][CH2:26]4)[n:15][o:16]2)[cH:5][cH:6][c:7]1[O:8][CH:9]([CH3:10])[CH3:11].[Cs+:32].[Cs+:33].[O:49]=[CH:50][N:51]([CH3:52])[CH3:53]>>[Cl:1][c:2]1[cH:3][c:4](-[c:12]2[n:13][c:14](-[c:17]3[cH:18][cH:19][c:20]4[c:21]([cH:27]3)[CH2:22][CH2:23][CH2:24][N:25]([CH2:35][C:36](=[O:37])[O:38][C:39]([CH3:40])([CH3:41])[CH3:42])[CH2:26]4)[n:15][o:16]2)[cH:5][cH:6][c:7]1[O:8][CH:9]([CH3:10])[CH3:11]. Reactants: NC(=NC(C=1C(C(C(=C(C1)C)N1C=NC=C1)=S(=O)=O)C)=O)N (N-Diaminomethylene-2-methyl-4-(1-imidazolyl)-5-methyl-sulfonylbenzamide), Cl (HCl). Product: Cl.Cl.NC(=NC(C=1C(C(C(=C(C1)C)N1C=NC=C1)=S(=O)=O)C)=O)N (N-Diaminomethylene-2-methyl-4-(1-imidazolyl)-5-methyl-sulfonylbenzamide dihydrochloride). Reaction SMILES: [NH2:1][C:2]([NH2:22])=[N:3][C:4](=[O:21])[C:5]1[CH:6]([CH3:20])[C:7](=[S:17](=[O:19])=[O:18])[C:8]([N:12]2[CH:16]=[CH:15][N:14]=[CH:13]2)=[C:9]([CH3:11])[CH:10]=1.[ClH:23]>>[ClH:23].[ClH:23].[NH2:22][C:2]([NH2:1])=[N:3][C:4](=[O:21])[C:5]1[CH:6]([CH3:20])[C:7](=[S:17](=[O:19])=[O:18])[C:8]([N:12]2[CH:16]=[CH:15][N:14]=[CH:13]2)=[C:9]([CH3:11])[CH:10]=1 |f:2.3.4|. Procedure details: 4 g of N-diaminomethylene-2-methyl-4-(1-imidazolyl)-5-methylsulfonylbenzamide [obtainable according to Example 1] are treated with 1-molar aqueous HCl solution for 1 hour and then freeze-dried. N-Diaminomethylene-2-methyl-4-(1-imidazolyl)-5-methyl-sulfonylbenzamide dihydrochloride is obtained. Reactants: NCCBr, Br, C1CCOC1, [H-], [Na+], O, Sc1nc(-c2ccccc2)c(-c2ccccc2)[nH]1. Product: NCCSc1nc(-c2ccccc2)c(-c2ccccc2)[nH]1. Reaction SMILES: [Br:22][CH2:23][CH2:24][NH2:25].[BrH:21].[CH2:27]1[O:28][CH2:29][CH2:30][CH2:31]1.[H-:2].[Na+:1].[OH2:26].[c:3]1(-[c:9]2[n:10][c:11]([SH:20])[nH:12][c:13]2-[c:14]2[cH:15][cH:16][cH:17][cH:18][cH:19]2)[cH:4][cH:5][cH:6][cH:7][cH:8]1>>[c:3]1(-[c:9]2[nH:10][c:11]([S:20][CH2:23][CH2:24][NH2:25])[n:12][c:13]2-[c:14]2[cH:15][cH:16][cH:17][cH:18][cH:19]2)[cH:4][cH:5][cH:6][cH:7][cH:8]1. Starting materials: C(C1=CC=CC=C1)OC1=C(OC2=NC(=CC=C2)F)C=CC(=C1)CC (2-[2-(benzyloxy)-4-ethylphenoxy]-6-fluoropyridine). Reagents/catalysts: [Pd] (Palladium on charcoal). Solvent: C(C)O (ethanol). Run at time 8 hour. Product: C(C)C=1C=CC(=C(C1)O)OC1=NC(=CC=C1)F (5-ethyl-2-[(6-fluoropyridin-2-yl)oxy]phenol). As a reaction SMILES: C([O:8][C:9]1[CH:22]=[C:21]([CH2:23][CH3:24])[CH:20]=[CH:19][C:10]=1[O:11][C:12]1[CH:17]=[CH:16][CH:15]=[C:14]([F:18])[N:13]=1)C1C=CC=CC=1>C(O)C.[Pd]>[CH2:23]([C:21]1[CH:20]=[CH:19][C:10]([O:11][C:12]2[CH:17]=[CH:16][CH:15]=[C:14]([F:18])[N:13]=2)=[C:9]([OH:8])[CH:22]=1)[CH3:24]. Procedure: 2-[2-(benzyloxy)-4-ethylphenoxy]-6-fluoropyridine (28 mg; 0.09 mmol) was dissolved in ethanol (4 mL), under argon. Palladium on charcoal (4 mg; 0.02 mmol) was added and the reaction was flushed twice with hydrogen, then left to stir overnight at room temperature. The reaction mixture was filtered on celite, then rinsed with methanol (3*3 mL). Concentration yielded a white solid (25 mg; 98%) of title compound.